Dataset: the Open Reaction Database (ORD), a public repository of structured organic reaction records. Task: describe an organic reaction: reactants, conditions, products, and yield Reactants: C1CCOC1, COC(=O)C(Cc1ccccc1)NC(=O)c1cc2cc(Cl)ccc2[nH]1, [Li+], [OH-]. The product is O=C(NC(Cc1ccccc1)C(=O)O)c1cc2cc(Cl)ccc2[nH]1. RXN SMILES: [CH2:28]1[O:29][CH2:30][CH2:31][CH2:32]1.[CH3:3][O:4][C:5]([CH:6]([CH2:7][c:8]1[cH:9][cH:10][cH:11][cH:12][cH:13]1)[NH:14][C:15](=[O:16])[c:17]1[nH:18][c:19]2[cH:20][cH:21][c:22]([Cl:26])[cH:23][c:24]2[cH:25]1)=[O:27].[Li+:2].[OH-:1]>>[O:4]=[C:5]([CH:6]([CH2:7][c:8]1[cH:9][cH:10][cH:11][cH:12][cH:13]1)[NH:14][C:15](=[O:16])[c:17]1[nH:18][c:19]2[cH:20][cH:21][c:22]([Cl:26])[cH:23][c:24]2[cH:25]1)[OH:27]. The reactants are CC(C)(C)OC(=O)c1ccc(Br)nc1, OB(O)c1ccccc1F, [Pd], c1ccc(P(c2ccccc2)c2ccccc2)cc1, c1ccc(P(c2ccccc2)c2ccccc2)cc1, c1ccc(P(c2ccccc2)c2ccccc2)cc1, c1ccc(P(c2ccccc2)c2ccccc2)cc1. The product is CC(C)(C)OC(=O)c1ccc(-c2ccccc2F)nc1. Reaction SMILES: [Br:11][c:12]1[n:13][cH:14][c:15]([C:16](=[O:17])[O:18][C:19]([CH3:20])([CH3:21])[CH3:22])[cH:23][cH:24]1.[F:1][c:2]1[c:3]([B:8]([OH:9])[OH:10])[cH:4][cH:5][cH:6][cH:7]1.[Pd:101].[c:25]1([P:26]([c:27]2[cH:28][cH:29][cH:30][cH:31][cH:32]2)[c:33]2[cH:34][cH:35][cH:36][cH:37][cH:38]2)[cH:39][cH:40][cH:41][cH:42][cH:43]1.[c:44]1([P:45]([c:46]2[cH:47][cH:48][cH:49][cH:50][cH:51]2)[c:52]2[cH:53][cH:54][cH:55][cH:56][cH:57]2)[cH:58][cH:59][cH:60][cH:61][cH:62]1.[c:63]1([P:64]([c:65]2[cH:66][cH:67][cH:68][cH:69][cH:70]2)[c:71]2[cH:72][cH:73][cH:74][cH:75][cH:76]2)[cH:77][cH:78][cH:79][cH:80][cH:81]1.[c:82]1([P:83]([c:84]2[cH:85][cH:86][cH:87][cH:88][cH:89]2)[c:90]2[cH:91][cH:92][cH:93][cH:94][cH:95]2)[cH:96][cH:97][cH:98][cH:99][cH:100]1>>[F:1][c:2]1[c:3](-[c:12]2[n:13][cH:14][c:15]([C:16](=[O:17])[O:18][C:19]([CH3:20])([CH3:21])[CH3:22])[cH:23][cH:24]2)[cH:4][cH:5][cH:6][cH:7]1. Reactants: Cc1ccc(N)cc1C, CCN=C=NCCCN(C)C, Cc1ccc(CC(=O)O)nc1, ClCCl, Cl, Cl. Product: Cc1ccc(CC(=O)Nc2ccc(C)c(C)c2)nc1. RXN SMILES: [CH3:13][c:14]1[cH:15][cH:16][c:17]([NH2:18])[cH:19][c:20]1[CH3:21].[CH3:23][N:24]([CH3:25])[CH2:26][CH2:27][CH2:28][N:29]=[C:30]=[N:31][CH2:32][CH3:33].[CH3:2][c:3]1[cH:4][cH:5][c:6]([CH2:9][C:10](=[O:11])[OH:12])[n:7][cH:8]1.[Cl:34][CH2:35][Cl:36].[ClH:1].[ClH:22]>>[CH3:2][c:3]1[cH:4][cH:5][c:6]([CH2:9][C:10](=[O:12])[NH:18][c:17]2[cH:16][cH:15][c:14]([CH3:13])[c:20]([CH3:21])[cH:19]2)[n:7][cH:8]1.